This data is from the Open Reaction Database (ORD), a public repository of structured organic reaction records. The task is: describe an organic reaction: reactants, conditions, products, and yield The reactants are 2S, C(\C=C\C(=O)O)(=O)O.C(C)C1CN(C2=C3C(=CC=C12)OCC3)CC(C)N (1-(3-Ethyl-2,3,7,8-tetrahydrofuro[2,3-g]indol-1-yl)-2-propylamine fumarate Salt). Solvent: CO (methanol). Product: C(C)C1=CNC2=C3C(=CC=C12)OCC3 (3-Ethyl-7, 8-dihydrofuro[2, 3-g]indole). The yield is 62.0%. Reaction SMILES: C(O)(=O)/C=C/C(O)=O.[CH2:9]([CH:11]1[C:19]2[C:14](=[C:15]3[CH2:22][CH2:21][O:20][C:16]3=[CH:17][CH:18]=2)[N:13](CC(N)C)[CH2:12]1)[CH3:10]>CO>[CH2:9]([C:11]1[C:19]2[C:14](=[C:15]3[CH2:22][CH2:21][O:20][C:16]3=[CH:17][CH:18]=2)[NH:13][CH:12]=1)[CH3:10] |f:0.1|. Procedure details: To a stirred mixture of 3-acetyl-7,8-dihydrofuro[2,3-g]indole (721 mg, 3.58 mmol) in tetrahydrofuran (25 mL) under an atmosphere of Ar at ambient temperature was added, over 5 min, borane (1.0 M in THIF; 18 mL, 18 mmol). The resultant mixture was stirred at ambient temperature for 30 min, then heated to reflux for 2 h before cooling to room temperature. Acetone (25 mL) was added and the mixture was heated to reflux for a further 30 min. The mixture was cooled to room temperature then all solvent... The reactants are Cl (hydrochloride), OC1=C(C=C(C=C1)C=1SC(=C(N1)C)C(=O)OCC)[N+](=O)[O-] (Ethyl 2-(4-hydroxy-3-nitrophenyl)-4-methyl-5-thiazolecarboxylate), CO (methanol), O (water). Reagents/catalysts: [Pd] (palladium/carbon). Run in C(C)(=O)OCC (ethyl acetate), C(C)O (ethanol). Run at temperature 60 celsius, time 24 hour. The product is ClC=1C=C(C=CC1O)C=1SC(=C(N1)C)C(=O)OCC (ethyl 2-(3-chloro-4-hydroxyphenyl)-4-methyl-5-thiazolecarboxylate). Yield: 91.0%. RXN SMILES: [OH:1][C:2]1[CH:7]=[CH:6][C:5]([C:8]2[S:9][C:10]([C:14]([O:16][CH2:17][CH3:18])=[O:15])=[C:11]([CH3:13])[N:12]=2)=[CH:4][C:3]=1[N+]([O-])=O.[ClH:22].CO.O>C(O)C.C(OCC)(=O)C.[Pd]>[Cl:22][C:3]1[CH:4]=[C:5]([C:8]2[S:9][C:10]([C:14]([O:16][CH2:17][CH3:18])=[O:15])=[C:11]([CH3:13])[N:12]=2)[CH:6]=[CH:7][C:2]=1[OH:1]. Reported procedure: 5.0 g of Ethyl 2-(4-hydroxy-3-nitrophenyl)-4-methyl-5-thiazolecarboxylate was dissolved in 120 ml of ethanol and 60 ml of ethyl acetate, and 2 ml of concentrated hydrochloride and 500 mg of a 10% palladium/carbon was added thereto, and the mixture was stirred under a hydrogen atmosphere for 24 hours. After the completion of the reaction, methanol and water were added thereto, the mixture was filtered, and the filtrate was concentrated. The resulting crystal was suspended in 25 ml of 2N hydrochlo... Reactants: S(=O)(Br)Br (thionyl bromide), FC1=C(C(=CC=C1)F)CCCO (3-(2,6-difluorophenyl)propan-1-ol), S(=O)(Br)Br (thionyl bromide). Solvent: C1(=CC=CC=C1)C (toluene). Product: BrCCCC1=C(C=CC=C1F)F (2-(3-bromopropyl)-1,3-difluorobenzene). Reaction SMILES: [F:1][C:2]1[CH:7]=[CH:6][CH:5]=[C:4]([F:8])[C:3]=1[CH2:9][CH2:10][CH2:11]O.S(Br)([Br:15])=O>C1(C)C=CC=CC=1>[Br:15][CH2:11][CH2:10][CH2:9][C:3]1[C:2]([F:1])=[CH:7][CH:6]=[CH:5][C:4]=1[F:8]. Procedure details: 6.86 g (39.8 mmol) of 3-(2,6-difluorophenyl)propan-1-ol (Example 1.2.4) is dissolved in 50 ml toluene and 19.1 g (92.0 mmol) of thionyl bromide is added. The mixture is refluxed for 3 hours, the solvent is eliminated and excess thionyl bromide is eliminated. Then the residue is purified by flash chromatography (cyclohexane). Yield: 6.98 g. The reactants are OC1=CC=C(C=O)C=C1 (4-hydroxy benzaldehyde), C(=C)OCC (ethyl vinyl ether), Cl (hydrochloric acid), C(=O)([O-])[O-].[Na+].[Na+] (Na2CO3). Run in C(C)(=O)OCC (ethyl acetate). Reaction conditions: time 8 hour. Yields the product C(C)OCCOC1=CC=C(C=O)C=C1 (4-(2′-ethoxyethoxy) benzaldehyde). Isolated yield 50.0%. As a reaction SMILES: [OH:1][C:2]1[CH:9]=[CH:8][C:5]([CH:6]=[O:7])=[CH:4][CH:3]=1.[CH:10]([O:12][CH2:13][CH3:14])=[CH2:11].Cl.C([O-])([O-])=O.[Na+].[Na+]>C(OCC)(=O)C>[CH2:10]([O:12][CH2:13][CH2:14][O:1][C:2]1[CH:9]=[CH:8][C:5]([CH:6]=[O:7])=[CH:4][CH:3]=1)[CH3:11] |f:3.4.5|. Procedure: After dissolving 24.4 g (0.2 mole) of 4-hydroxy benzaldehyde in 200 ml of ethyl acetate, 21.6 g (0.3 mole) of ethyl vinyl ether and 0.2 ml (2 millimole) of hydrochloric acid were added, and the mixture was stirred overnight at room temperature. Then, after adding Na2CO3 aqueous solution to neutralize, the mixture was separated and the upper layer was washed with water until pH thereof reached 7. After adding MgSO4 to dry, the mixture was filtered, concentrated and dried, and distilled under redu... Starting materials: C(C=C)[C@@]1(CCN(C(O1)=O)[C@@H](C)C(C)(C)C)C1=CC=C(C=C1)F ((R)-6-allyl-3-((2S)-3,3-dimethylbutan-2-yl)-6-(4-fluorophenyl)-1,3-oxazinan-2-one), O=[O+][O-] (O3), [BH4-].[Na+] (NaBH4). Solvent: C(Cl)Cl (CH2Cl2). Reaction conditions: time 8 hour. Yields the product CC([C@H](C)N1C(O[C@@](CC1)(CCO)C1=CC=C(C=C1)F)=O)(C)C ((S)-3-((S)-3,3-dimethylbutan-2-yl)-6-(4-fluorophenyl)-6-(2-hydroxyethyl)-1,3-oxazinan-2-one). Isolated yield 58.0%. RXN SMILES: [CH2:1]([C@@:4]1([C:17]2[CH:22]=[CH:21][C:20]([F:23])=[CH:19][CH:18]=2)[O:9][C:8](=[O:10])[N:7]([C@H:11]([C:13]([CH3:16])([CH3:15])[CH3:14])[CH3:12])[CH2:6][CH2:5]1)[CH:2]=C.[O:24]=[O+][O-].[BH4-].[Na+]>C(Cl)Cl>[CH3:14][C:13]([CH3:15])([CH3:16])[C@@H:11]([N:7]1[CH2:6][CH2:5][C@@:4]([C:17]2[CH:22]=[CH:21][C:20]([F:23])=[CH:19][CH:18]=2)([CH2:1][CH2:2][OH:24])[O:9][C:8]1=[O:10])[CH3:12] |f:2.3|. Procedure details: A solution of (R)-6-allyl-3-((2S)-3,3-dimethylbutan-2-yl)-6-(4-fluorophenyl)-1,3-oxazinan-2-one [Isomer 1] (450 mg, 1.41 mmol) in dry CH2Cl2 (10 mL) was treated with O3 at −78° C. till the mixture turned blue. NaBH4 (157 mg, 4.23 mmol) was added, and the mixture was stirred at rt overnight. The solution was concentrated, and the residue was purified by preparative TLC followed by preparative HPLC to give (S)-3-((S)-3,3-dimethylbutan-2-yl)-6-(4-fluorophenyl)-6-(2-hydroxyethyl)-1,3-oxazinan-2-one ... Reactants: C([O-])([O-])=O.[Cs+].[Cs+] (cesium carbonate), final mixture, BrC1=C2C(=NC=C1)NC=C2I (4-bromo-3-iodo-1H-pyrrolo[2,3-b]pyridine), S(=O)(=O)(C1=CC=C(C)C=C1)OC1CN(C1)C(=O)OC(C)(C)C (tert-butyl 3-(tosyloxy)azetidine-1-carboxylate). The solvent is CS(=O)C (DMSO), O (water). Conditions: temperature 95 celsius. Yields the product BrC1=C2C(=NC=C1)N(C=C2I)C2CN(C2)C(=O)OC(C)(C)C (tert-butyl 3-(4-bromo-3-iodo-1H-pyrrolo[2,3-b]pyridin-1-yl)azetidine-1-carboxylate). Yield: 32.8%. As a reaction SMILES: [Br:1][C:2]1[CH:7]=[CH:6][N:5]=[C:4]2[NH:8][CH:9]=[C:10]([I:11])[C:3]=12.S(O[CH:23]1[CH2:26][N:25]([C:27]([O:29][C:30]([CH3:33])([CH3:32])[CH3:31])=[O:28])[CH2:24]1)(C1C=CC(C)=CC=1)(=O)=O.C(=O)([O-])[O-].[Cs+].[Cs+]>CS(C)=O.O>[Br:1][C:2]1[CH:7]=[CH:6][N:5]=[C:4]2[N:8]([CH:23]3[CH2:24][N:25]([C:27]([O:29][C:30]([CH3:33])([CH3:32])[CH3:31])=[O:28])[CH2:26]3)[CH:9]=[C:10]([I:11])[C:3]=12 |f:2.3.4|. Reported procedure: To a mixture of 4-bromo-3-iodo-1H-pyrrolo[2,3-b]pyridine (D6) (500 mg, 1.548 mmol) and tert-butyl 3-(tosyloxy)azetidine-1-carboxylate (D100) (558 mg, 1.703 mmol) in DMSO (10 mL) was added cesium carbonate (1513 mg, 4.64 mmol). The final mixture was heated at 80° C. for 4 hours after which the temperature is increase to 95° C. and the mixture heated overnight. The reaction mixture was diluted with water (50 mL) and then extracted with ethyl acetate (50 mL×3). The combined organics were dried over... The reactants are [Br-], COC(=O)C1C(c2ccc([Si](C)(C)C)cc2)CC2CCC1N2C, Fc1ccc([Mg+])cc1. Yields the product COC(=O)C1C(c2ccc(F)cc2)CC2CCC1N2C. Reaction SMILES: [Br-:24].[C:1](=[O:2])([O:3][CH3:4])[CH:5]1[CH:6]2[CH2:7][CH2:8][CH:9]([CH2:10][CH:11]1[c:12]1[cH:13][cH:14][c:15]([Si:18]([CH3:19])([CH3:20])[CH3:21])[cH:16][cH:17]1)[N:22]2[CH3:23].[F:25][c:26]1[cH:27][cH:28][c:29]([Mg+:30])[cH:31][cH:32]1>>[C:1](=[O:2])([O:3][CH3:4])[CH:5]1[CH:6]2[CH2:7][CH2:8][CH:9]([CH2:10][CH:11]1[c:12]1[cH:13][cH:14][c:15]([F:25])[cH:16][cH:17]1)[N:22]2[CH3:23]. Reactants: COC(C1=CC(=CC=C1)C1=NC=CC=C1)=O (3-pyridin-2-yl-benzoic acid methyl ester), C(C)(=O)OC(C)(C)C.[Li] (lithium tert-butyl acetate). Product: C(C)(C)(C)OC(CC(C1=CC(=CC=C1)C1=NC=CC=C1)=O)=O (3-Oxo-3-(3-pyridin-2-yl-phenyl)-propionic acid tert-butyl ester). As a reaction SMILES: CO[C:3](=[O:16])[C:4]1[CH:9]=[CH:8][CH:7]=[C:6]([C:10]2[CH:15]=[CH:14][CH:13]=[CH:12][N:11]=2)[CH:5]=1.[C:17]([O:20][C:21]([CH3:24])([CH3:23])[CH3:22])(=[O:19])[CH3:18].[Li]>>[C:21]([O:20][C:17](=[O:19])[CH2:18][C:3](=[O:16])[C:4]1[CH:9]=[CH:8][CH:7]=[C:6]([C:10]2[CH:15]=[CH:14][CH:13]=[CH:12][N:11]=2)[CH:5]=1)([CH3:24])([CH3:23])[CH3:22] |f:1.2,^1:24|. Procedure: The title compond was prepared from 3-pyridin-2-yl-benzoic acid methyl ester [CAS-No. 98061-20-2] (9.42 g, 44.18 mmol) by treatment with lithium tert-butyl acetate according to general procedure K (method b). Obtained as a yellow oil (8.35 g). Reactants: CN(C(C(=O)[O-])=O)CC1=CC=NC=C1 (2-(methyl(pyridin-4-ylmethyl)amino)-2-oxoacetate), NN (hydrazine). Run in CCO (EtOH). Reaction conditions: temperature 80 celsius, time 18 hour. The product is N(N)C(C(=O)N(CC1=CC=NC=C1)C)=O (2-hydrazinyl-N-methyl-2-oxo-N-(pyridin-4-ylmethyl)acetamide). Reaction SMILES: [CH3:1][N:2]([CH2:8][C:9]1[CH:14]=[CH:13][N:12]=[CH:11][CH:10]=1)[C:3](=[O:7])[C:4]([O-])=[O:5].[NH2:15][NH2:16]>CCO>[NH:15]([C:4](=[O:5])[C:3]([N:2]([CH3:1])[CH2:8][C:9]1[CH:14]=[CH:13][N:12]=[CH:11][CH:10]=1)=[O:7])[NH2:16]. Reported procedure: A mixture of 2-(methyl(pyridin-4-ylmethyl)amino)-2-oxoacetate (77) (0.96 g, 4.61 mmol) and hydrazine (0.21 mL, 5.82 mmol) in EtOH (15 mL) was stirred at 80° C. for 18 h. The solvent was removed in vacuo to provide 2-hydrazinyl-N-methyl-2-oxo-N-(pyridin-4-ylmethyl)acetamide (78) as a pale yellow solid. This product was directly used in the next step reaction without further purification.